From a dataset of the Open Reaction Database (ORD), a public repository of structured organic reaction records. describe an organic reaction: reactants, conditions, products, and yield The reactants are COc1cc(NC(C)=O)ccc1-c1nc(-c2cccnc2)c(C)[nH]1, O=C([O-])O, [Na+]. The product is COc1cc(N)ccc1-c1nc(-c2cccnc2)c(C)[nH]1. Reaction SMILES: [C:1](=[O:2])([CH3:3])[NH:4][c:5]1[cH:6][c:7]([O:23][CH3:24])[c:8](-[c:11]2[nH:12][c:13]([CH3:22])[c:14](-[c:16]3[cH:17][n:18][cH:19][cH:20][cH:21]3)[n:15]2)[cH:9][cH:10]1.[C:25](=[O:26])([OH:27])[O-:28].[Na+:29]>>[NH2:4][c:5]1[cH:6][c:7]([O:23][CH3:24])[c:8](-[c:11]2[nH:12][c:13]([CH3:22])[c:14](-[c:16]3[cH:17][n:18][cH:19][cH:20][cH:21]3)[n:15]2)[cH:9][cH:10]1. The reactants are [OH-].[K+] (potassium hydroxide), [OH-].[Na+] (sodium hydroxide), NC(=S)N (Thiourea), ClC1=NC=C(C=C1)C(F)(F)F (2-chloro-5-(trifluoromethyl)pyridine). The solvent is O (water), C(Cl)Cl (methylene chloride), C(C)O (ethanol). The product is FC(C=1C=CC(=NC1)S)(F)F (5-(Trifluoromethyl)pyridine-2-thiol). Isolated yield 60.0%. As a reaction SMILES: [NH2:1][C:2](N)=[S:3].ClC1[CH:11]=[CH:10][C:9]([C:12]([F:15])([F:14])[F:13])=[CH:8]N=1.[OH-].[K+].[OH-].[Na+]>C(O)C.O.C(Cl)Cl>[F:13][C:12]([F:15])([F:14])[C:9]1[CH:10]=[CH:11][C:2]([SH:3])=[N:1][CH:8]=1 |f:2.3,4.5|. Procedure: Thiourea (684 mg, 8.80 mmol) was added to a solution of 2-chloro-5-(trifluoromethyl)pyridine (1.45 g, 8.00 mmol) in ethanol (4 ml), and the resulting mixture was heated to reflux for 2 hours. The reaction mixture was cooled to room temperature, subsequently a solution of potassium hydroxide (792 mg, 12.0 mmol) in water (4 ml) was added thereto, and the resulting mixture was heated to reflux for 2 hours. The reaction mixture was cooled again to room temperature, and 1 N sodium hydroxide and methy... Starting materials: FC(OC1=CC=C(C=N1)N)F (6-difluoromethoxy-pyridin-3-yl-amine), BrN1C(CCC1=O)=O (N-bromosuccinimide), O (water). The solvent is C(C)#N (acetonitrile). The product is BrC1=NC(=CC=C1N)OC(F)F (2-bromo-6-difluoromethoxy-pyridin-3-yl-amine). As a reaction SMILES: [F:1][CH:2]([F:11])[O:3][C:4]1[N:9]=[CH:8][C:7]([NH2:10])=[CH:6][CH:5]=1.[Br:12]N1C(=O)CCC1=O.O>C(#N)C>[Br:12][C:8]1[C:7]([NH2:10])=[CH:6][CH:5]=[C:4]([O:3][CH:2]([F:1])[F:11])[N:9]=1. Reported procedure: 6-Difluoromethoxy-pyridin-3-yl-amine obtained in Step B (1.36 g) was treated with N-bromosuccinimide (1.51 g) in acetonitrile for 10 minutes. The solution was poured into water, extracted with ethyl acetate, the organic layer dried over sodium sulfate and concentrated in vacuo. Chromatography on silica gel (eluent: cyclohexane/ethyl acetate 7:3) afforded 2-bromo-6-difluoromethoxy-pyridin-3-yl-amine as a red oil. 1H NMR (400 MHz, CDCl3) 3.95 (br s, 2H), 6.72 (d, 1H), 7.07 (d, 1H), 7.24 (dd, Hz, 1... Starting materials: CC(C)(C)c1ccc(Br)cc1, CNCCCN(C)C, CC(C)(C)[O-], Cc1ccccc1, [Na+], CC(=O)[O-], CC(=O)[O-], [Pd+2]. The product is CN(C)CCCN(C)c1ccc(C(C)(C)C)cc1. As a reaction SMILES: [Br:7][c:8]1[cH:9][cH:10][c:11]([C:14]([CH3:15])([CH3:16])[CH3:17])[cH:12][cH:13]1.[CH3:18][N:19]([CH2:20][CH2:21][CH2:22][NH:23][CH3:24])[CH3:25].[CH3:1][C:2]([CH3:3])([O-:4])[CH3:5].[CH3:35][c:36]1[cH:37][cH:38][cH:39][cH:40][cH:41]1.[Na+:6].[O-:27][C:28]([CH3:29])=[O:30].[O-:31][C:32]([CH3:33])=[O:34].[Pd+2:26]>>[c:8]1([N:23]([CH2:22][CH2:21][CH2:20][N:19]([CH3:18])[CH3:25])[CH3:24])[cH:9][cH:10][c:11]([C:14]([CH3:15])([CH3:16])[CH3:17])[cH:12][cH:13]1. The reactants are N1=C(C=CC=C1)OCC1=CC=C(CC2=NOC(=C2)C=2C(=NC=CC2)N)C=C1 (3-(3-(4-(Pyridin-2-yloxymethyl)-benzyl)-isoxazol-5-yl)-pyridin-2-yl amine), C(CCC(=O)O)(=O)O (succinic acid). Run in CO (methanol). Run at time 5 minute. The product is C(CCC(=O)O)(=O)O.N1=C(C=CC=C1)OCC1=CC=C(CC2=NOC(=C2)C=2C(=NC=CC2)N)C=C1.N1=C(C=CC=C1)OCC1=CC=C(CC2=NOC(=C2)C=2C(=NC=CC2)N)C=C1 (3-(3-(4-(Pyridin-2-yloxymethyl)-benzyl)-isoxazol-5-yl)-pyridin-2-yl amine hemisuccinate). The yield is 35.6%. RXN SMILES: [N:1]1[CH:6]=[CH:5][CH:4]=[CH:3][C:2]=1[O:7][CH2:8][C:9]1[CH:27]=[CH:26][C:12]([CH2:13][C:14]2[CH:18]=[C:17]([C:19]3[C:20]([NH2:25])=[N:21][CH:22]=[CH:23][CH:24]=3)[O:16][N:15]=2)=[CH:11][CH:10]=1.[C:28]([OH:35])(=[O:34])[CH2:29][CH2:30][C:31]([OH:33])=[O:32]>CO>[C:28]([OH:35])(=[O:34])[CH2:29][CH2:30][C:31]([OH:33])=[O:32].[N:1]1[CH:6]=[CH:5][CH:4]=[CH:3][C:2]=1[O:7][CH2:8][C:9]1[CH:27]=[CH:26][C:12]([CH2:13][C:14]2[CH:18]=[C:17]([C:19]3[C:20]([NH2:25])=[N:21][CH:22]=[CH:23][CH:24]=3)[O:16][N:15]=2)=[CH:11][CH:10]=1.[N:1]1[CH:6]=[CH:5][CH:4]=[CH:3][C:2]=1[O:7][CH2:8][C:9]1[CH:27]=[CH:26][C:12]([CH2:13][C:14]2[CH:18]=[C:17]([C:19]3[C:20]([NH2:25])=[N:21][CH:22]=[CH:23][CH:24]=3)[O:16][N:15]=2)=[CH:11][CH:10]=1 |f:3.4.5|. Procedure details: 3-(3-(4-(Pyridin-2-yloxymethyl)-benzyl)-isoxazol-5-yl)-pyridin-2-yl amine (200 mg) was dissolved in methanol (10 mL), and succinic acid (65.8 mg) was added thereto. This reaction mixture as stirred at room temperature for 5 minutes, and then, concentrated under a reduced pressure. To the residue was added ethanol (10 mL), heated using an oil bath at 60° C, then cooled to 0° C to cause a solid to be precipitated. The solids were collected, washed with ethanol, and then, dried in vacuo to obtain t...